From a dataset of the Open Reaction Database (ORD), a public repository of structured organic reaction records. describe an organic reaction: reactants, conditions, products, and yield Reaction SMILES: [Br:14][CH:15]([C:16](=[O:17])[O:18][CH3:19])[c:20]1[cH:21][c:22]2[c:23]([cH:24][cH:25]1)[O:26][CH2:27][O:28]2.[C:29](=[O:30])([O-:31])[O-:32].[CH3:35][C:36](=[O:37])[CH3:38].[Cl:1][c:2]1[cH:3][c:4]([CH2:5][OH:6])[cH:7][c:8]([CH2:11][CH2:12][CH3:13])[c:9]1[OH:10].[K+:33].[K+:34]>>[Cl:1][c:2]1[cH:3][c:4]([CH2:5][OH:6])[cH:7][c:8]([CH2:11][CH2:12][CH3:13])[c:9]1[O:10][CH:15]([C:16](=[O:17])[O:18][CH3:19])[c:20]1[cH:21][c:22]2[c:23]([cH:24][cH:25]1)[O:26][CH2:27][O:28]2. Yields the product CCCc1cc(CO)cc(Cl)c1OC(C(=O)OC)c1ccc2c(c1)OCO2. Starting materials: COC(=O)C(Br)c1ccc2c(c1)OCO2, O=C([O-])[O-], CC(C)=O, CCCc1cc(CO)cc(Cl)c1O, [K+], [K+]. Reactants: COCCOc1cc2nccc(Oc3ccc(NC(=O)Oc4ccccc4)cc3)c2cc1C#N, CS([NH-])(=O)=O, [H-], [Na+], C1CCOC1. Product: COCCOc1cc2nccc(Oc3ccc(NC(=O)NS(C)(=O)=O)cc3)c2cc1C#N. As a reaction SMILES: [C:8](#[N:9])[c:10]1[cH:11][c:12]2[c:13]([O:25][c:26]3[cH:27][cH:28][c:29]([NH:32][C:33]([O:34][c:36]4[cH:37][cH:38][cH:39][cH:40][cH:41]4)=[O:35])[cH:30][cH:31]3)[cH:14][cH:15][n:16][c:17]2[cH:18][c:19]1[O:20][CH2:21][CH2:22][O:23][CH3:24].[CH3:3][S:4](=[O:5])(=[O:6])[NH-:7].[H-:1].[Na+:2].[O:42]1[CH2:43][CH2:44][CH2:45][CH2:46]1>>[CH3:3][S:4](=[O:5])(=[O:6])[NH:7][C:33]([NH:32][c:29]1[cH:28][cH:27][c:26]([O:25][c:13]2[c:12]3[cH:11][c:10]([C:8]#[N:9])[c:19]([O:20][CH2:21][CH2:22][O:23][CH3:24])[cH:18][c:17]3[n:16][cH:15][cH:14]2)[cH:31][cH:30]1)=[O:34]. Reactants: COC(=O)CCc1ccc(CBr)cc1, CC1(C)CCNC(=O)C(NS(=O)(=O)c2ccc(Cl)cc2)C1. Product: COC(=O)CCc1ccc(CN(C2CC(C)(C)CCNC2=O)S(=O)(=O)c2ccc(Cl)cc2)cc1. Reaction SMILES: [CH3:22][O:23][C:24]([CH2:25][CH2:26][c:27]1[cH:28][cH:29][c:30]([CH2:33][Br:34])[cH:31][cH:32]1)=[O:35].[Cl:1][c:2]1[cH:3][cH:4][c:5]([S:8](=[O:9])(=[O:10])[NH:11][CH:12]2[C:13](=[O:21])[NH:14][CH2:15][CH2:16][C:17]([CH3:19])([CH3:20])[CH2:18]2)[cH:6][cH:7]1>>[Cl:1][c:2]1[cH:3][cH:4][c:5]([S:8](=[O:9])(=[O:10])[N:11]([CH:12]2[C:13](=[O:21])[NH:14][CH2:15][CH2:16][C:17]([CH3:19])([CH3:20])[CH2:18]2)[CH2:33][c:30]2[cH:29][cH:28][c:27]([CH2:26][CH2:25][C:24]([O:23][CH3:22])=[O:35])[cH:32][cH:31]2)[cH:6][cH:7]1. Product: CC(NC(=O)C=Cc1ccc(C(F)(F)F)nc1N1CCCCC1)c1cc(F)c(NS(C)(=O)=O)c(F)c1. The reactants are Cl, O=C(O)C=Cc1ccc(C(F)(F)F)nc1N1CCCCC1, CC(N)c1cc(F)c(NS(C)(=O)=O)c(F)c1. Reaction SMILES: [ClH:17].[N:18]1([c:24]2[n:25][c:26]([C:35]([F:36])([F:37])[F:38])[cH:27][cH:28][c:29]2[CH:30]=[CH:31][C:32](=[O:33])[OH:34])[CH2:19][CH2:20][CH2:21][CH2:22][CH2:23]1.[NH2:1][CH:2]([CH3:3])[c:4]1[cH:5][c:6]([F:16])[c:7]([NH:11][S:12](=[O:13])(=[O:14])[CH3:15])[c:8]([F:10])[cH:9]1>>[NH:1]([CH:2]([CH3:3])[c:4]1[cH:5][c:6]([F:16])[c:7]([NH:11][S:12](=[O:13])(=[O:14])[CH3:15])[c:8]([F:10])[cH:9]1)[C:32]([CH:31]=[CH:30][c:29]1[c:24]([N:18]2[CH2:19][CH2:20][CH2:21][CH2:22][CH2:23]2)[n:25][c:26]([C:35]([F:36])([F:37])[F:38])[cH:27][cH:28]1)=[O:33]. The reactants are BrC=1C(=C(C(=O)OC)C(=CC1)CBr)OC (methyl 3-bromo-6-bromomethyl-2-methoxybenzoate), BrC=1C(=C(C(=O)OC)C(=CC1)CBr)OC (methyl 3-bromo-6-bromomethyl-2-methoxybenzoate), C12CCC(CC1)C2S (bicyclo[2.2.1]heptane-7-thiol), C12CCC(CC1)C2S (bicyclo[2.2.1]heptane-7-thiol), C([O-])([O-])=O.[K+].[K+] (potassium carbonate). The solvent is C1CCOC1 (THF). Conditions: temperature 60 celsius. Product: C12CCC(CC1)C2SCC2=CC=C(C(=C2C(=O)OC)OC)Br (methyl 6-(bicyclo[2.2.1]hept-7-ylthiomethyl)-3-bromo-2-methoxybenzoate). Yield: 63.3%. As a reaction SMILES: [Br:1][C:2]1[C:3]([O:14][CH3:15])=[C:4]([C:9]([CH2:12]Br)=[CH:10][CH:11]=1)[C:5]([O:7][CH3:8])=[O:6].[CH:16]12[CH:22]([SH:23])[CH:19]([CH2:20][CH2:21]1)[CH2:18][CH2:17]2.C(=O)([O-])[O-].[K+].[K+]>C1COCC1>[CH:19]12[CH:22]([S:23][CH2:12][C:9]3[C:4]([C:5]([O:7][CH3:8])=[O:6])=[C:3]([O:14][CH3:15])[C:2]([Br:1])=[CH:11][CH:10]=3)[CH:16]([CH2:21][CH2:20]1)[CH2:17][CH2:18]2 |f:2.3.4|. Reported procedure: A mixture of methyl 3-bromo-6-bromomethyl-2-methoxybenzoate (Intermediate 89, 0.338 g), bicyclo[2.2.1]heptane-7-thiol (Intermediate 183, 0.148 g) and potassium carbonate (0.345 g) in THF (5 ml) was stirred and heated at 60° C. for 3 days. After cooling, the mixture was partitioned between ethyl acetate and water and the organic layer was separated, dried (Na2SO4) and filtered. The filtrate was evaporated to dryness and the residue was purified by chromatography on silica, eluting with a mixture ...